describe an organic reaction: reactants, conditions, products, and yield From a dataset of the Open Reaction Database (ORD), a public repository of structured organic reaction records. The reactants are COc1ccc(Br)cc1C, CON(C)C(=O)c1cc(Br)cc(OCC2CC2)c1. Product: COc1ccc(C(=O)c2cc(Br)cc(OCC3CC3)c2)cc1C. As a reaction SMILES: [Br:19][c:20]1[cH:21][c:22]([CH3:28])[c:23]([O:26][CH3:27])[cH:24][cH:25]1.[Br:1][c:2]1[cH:3][c:4]([C:5](=[O:6])[N:7]([O:8][CH3:9])[CH3:10])[cH:11][c:12]([O:14][CH2:15][CH:16]2[CH2:17][CH2:18]2)[cH:13]1>>[Br:1][c:2]1[cH:3][c:4]([C:5](=[O:6])[c:20]2[cH:21][c:22]([CH3:28])[c:23]([O:26][CH3:27])[cH:24][cH:25]2)[cH:11][c:12]([O:14][CH2:15][CH:16]2[CH2:17][CH2:18]2)[cH:13]1. Starting materials: FC(C(=O)OCCCN1C(N(C2=C(C1=O)C(=C(S2)OC2=CC(=CC=C2)OC(F)(F)F)CC2=CC=C(C=C2)Cl)C)=O)(F)F (3-(5-(4-chlorobenzyl)-1-methyl-2,4-dioxo-6-(3-(trifluoromethoxy)phenoxy)-1,2-dihydrothieno[2,3-d]pyrimidin-3(4H)-yl)propyl 2,2,2-trifluoroacetate), [Li+].[OH-].O (LiOH H2O). The solvent is C1CCOC1 (THF), O (water), C(Cl)Cl (DCM), O (water). Run at time 15 minute. Yields the product ClC1=CC=C(CC2=C(SC=3N(C(N(C(C32)=O)CCCO)=O)C)OC3=CC(=CC=C3)OC(F)(F)F)C=C1 (5-(4-chlorobenzyl)-3-(3-hydroxypropyl)-1-methyl-6-(3-(trifluoromethoxy)phenoxy)thieno[2,3-d]pyrimidine-2,4(1H,3H)-dione). The yield is 47.4%. Reaction SMILES: FC(F)(F)C([O:5][CH2:6][CH2:7][CH2:8][N:9]1[C:14](=[O:15])[C:13]2[C:16]([CH2:31][C:32]3[CH:37]=[CH:36][C:35]([Cl:38])=[CH:34][CH:33]=3)=[C:17]([O:19][C:20]3[CH:25]=[CH:24][CH:23]=[C:22]([O:26][C:27]([F:30])([F:29])[F:28])[CH:21]=3)[S:18][C:12]=2[N:11]([CH3:39])[C:10]1=[O:40])=O.[Li+].[OH-].O>C1COCC1.O.C(Cl)Cl>[Cl:38][C:35]1[CH:36]=[CH:37][C:32]([CH2:31][C:16]2[C:13]3[C:14](=[O:15])[N:9]([CH2:8][CH2:7][CH2:6][OH:5])[C:10](=[O:40])[N:11]([CH3:39])[C:12]=3[S:18][C:17]=2[O:19][C:20]2[CH:25]=[CH:24][CH:23]=[C:22]([O:26][C:27]([F:28])([F:29])[F:30])[CH:21]=2)=[CH:33][CH:34]=1 |f:1.2.3|. Reported procedure: To a solution of 3-(5-(4-chlorobenzyl)-1-methyl-2,4-dioxo-6-(3-(trifluoromethoxy)phenoxy)-1,2-dihydrothieno[2,3-d]pyrimidin-3(4H)-yl)propyl 2,2,2-trifluoroacetate (25 mg, 0.039 mmol) in THF (4 mL) and water (4 mL) was added LiOH/H2O (3.29 mg, 0.079 mmol). The reaction was stirred at RT for 15 min then diluted with DCM (5 mL) and water (5 mL). The organic layer was dried over Na2SO4 and concentrated to a residue which was purified by Prep HPLC to give 5-(4-chlorobenzyl)-3-(3-hydroxypropyl)-1-meth... Reactants: CI, CCOC(C)=O, Cc1ccc2ncc(CN(Cc3cc(C(F)(F)F)cc(C(F)(F)F)c3)c3nn[nH]n3)c(N(CC3CC3)CC3CC3)c2c1, [H-], [Na+], CN(C)C=O. Product: Cc1ccc2ncc(CN(Cc3cc(C(F)(F)F)cc(C(F)(F)F)c3)c3nnn(C)n3)c(N(CC3CC3)CC3CC3)c2c1. RXN SMILES: [CH3:45][I:46].[CH3:52][CH2:53][O:54][C:55]([CH3:56])=[O:57].[F:1][C:2]([c:3]1[cH:4][c:5]([CH2:6][N:7]([c:8]2[n:9][n:10][nH:11][n:12]2)[CH2:13][c:14]2[cH:15][n:16][c:17]3[cH:18][cH:19][c:20]([CH3:33])[cH:21][c:22]3[c:23]2[N:24]([CH2:25][CH:26]2[CH2:27][CH2:28]2)[CH2:29][CH:30]2[CH2:31][CH2:32]2)[cH:34][c:35]([C:37]([F:38])([F:39])[F:40])[cH:36]1)([F:41])[F:42].[H-:43].[Na+:44].[O:47]=[CH:48][N:49]([CH3:50])[CH3:51]>>[F:1][C:2]([c:3]1[cH:4][c:5]([CH2:6][N:7]([c:8]2[n:9][n:10][n:11]([CH3:45])[n:12]2)[CH2:13][c:14]2[cH:15][n:16][c:17]3[cH:18][cH:19][c:20]([CH3:33])[cH:21][c:22]3[c:23]2[N:24]([CH2:25][CH:26]2[CH2:27][CH2:28]2)[CH2:29][CH:30]2[CH2:31][CH2:32]2)[cH:34][c:35]([C:37]([F:38])([F:39])[F:40])[cH:36]1)([F:41])[F:42]. The reactants are ClC1=CC=C(C=C1)C(C(=O)O)(C)C (2-(4-chlorophenyl)-2-methylpropanoic acid), NCCCN1CCC(CC1)C=1C=C(C=CC1)NC(CCC)=O (N-{3-[1-(3-aminopropyl)-4-piperidinyl]phenyl}butanamide). Product: ClC1=CC=C(C=C1)C(C(=O)NCCCN1CCC(CC1)C=1C=C(C=CC1)NC(CCC)=O)(C)C (N-{3-[1-(3-{[2-(4-CHLOROPHENYL)-2-METHYLPROPANOYL]AMINO}PROPYL)-4-PIPERIDINYL]PHENYL}BUTANAMIDE). RXN SMILES: [Cl:1][C:2]1[CH:7]=[CH:6][C:5]([C:8]([CH3:13])([CH3:12])[C:9]([OH:11])=O)=[CH:4][CH:3]=1.[NH2:14][CH2:15][CH2:16][CH2:17][N:18]1[CH2:23][CH2:22][CH:21]([C:24]2[CH:25]=[C:26]([NH:30][C:31](=[O:35])[CH2:32][CH2:33][CH3:34])[CH:27]=[CH:28][CH:29]=2)[CH2:20][CH2:19]1>>[Cl:1][C:2]1[CH:3]=[CH:4][C:5]([C:8]([CH3:13])([CH3:12])[C:9]([NH:14][CH2:15][CH2:16][CH2:17][N:18]2[CH2:23][CH2:22][CH:21]([C:24]3[CH:25]=[C:26]([NH:30][C:31](=[O:35])[CH2:32][CH2:33][CH3:34])[CH:27]=[CH:28][CH:29]=3)[CH2:20][CH2:19]2)=[O:11])=[CH:6][CH:7]=1. Procedure: Example 80 was prepared from 2-(4-chlorophenyl)-2-methylpropanoic acid and N-{3-[1-(3-aminopropyl)-4-piperidinyl]phenyl}butanamide according to the procedures described in Scheme 9: ESMS m/e: 484.3 (M+H)+. Reactants: BrC(CC(=O)N1[C@H](C(=O)O)CCC1)C(C1=CC=C(C=C1)F)=O (1-[3-Bromo-3-(4-fluorobenzoyl)propionyl]-L-proline), C(C)(=S)[O-].[K+] (potassium thioacetate). Run in C(C)O (ethanol). Product: C(C)(=O)SC(CC(=O)N1[C@H](C(=O)O)CCC1)C(C1=CC=C(C=C1)F)=O (1-[3-Acetylthio-3-(4-fluorobenzoyl)propionyl]-L-proline). As a reaction SMILES: Br[CH:2]([C:14](=[O:22])[C:15]1[CH:20]=[CH:19][C:18]([F:21])=[CH:17][CH:16]=1)[CH2:3][C:4]([N:6]1[CH2:13][CH2:12][CH2:11][C@H:7]1[C:8]([OH:10])=[O:9])=[O:5].[C:23]([O-:26])(=[S:25])[CH3:24].[K+]>C(O)C>[C:23]([S:25][CH:2]([C:14](=[O:22])[C:15]1[CH:20]=[CH:19][C:18]([F:21])=[CH:17][CH:16]=1)[CH2:3][C:4]([N:6]1[CH2:13][CH2:12][CH2:11][C@H:7]1[C:8]([OH:10])=[O:9])=[O:5])(=[O:26])[CH3:24] |f:1.2|. Procedure details: To a solution of 3.7 g. of 1-[3-bromo-3-(4-fluorobenzoyl)propionyl]-L-proline (Example 19) in 37 ml. of ethanol is added 1.37 g. of potassium thioacetate. The procedure of Example 12 is followed giving the desired product as 1.02 g. of a glass. Reactants: [BH3-]C#N, CCn1cccc1C(O)c1cccc(N)c1, CC(=O)O, CO, [Na+], [Na+], [Na+], O=C([O-])[O-]. Yields the product CCn1cccc1Cc1cccc(N)c1. As a reaction SMILES: [C:21]([BH3-:22])#[N:23].[CH2:1]([CH3:2])[n:3]1[c:4]([CH:8]([c:9]2[cH:10][c:11]([NH2:15])[cH:12][cH:13][cH:14]2)[OH:16])[cH:5][cH:6][cH:7]1.[CH3:17][C:18](=[O:19])[OH:20].[CH3:31][OH:32].[Na+:24].[Na+:25].[Na+:26].[O-:27][C:28](=[O:29])[O-:30]>>[CH2:1]([CH3:2])[n:3]1[c:4]([CH2:8][c:9]2[cH:10][c:11]([NH2:15])[cH:12][cH:13][cH:14]2)[cH:5][cH:6][cH:7]1. Reactants: O=C([O-])[O-], CN(C)c1nc(Cl)nc(Cl)n1, [K+], [K+], CN(C)C=O, c1c[nH]cn1. Yields the product CN(C)c1nc(Cl)nc(-n2ccnc2)n1. As a reaction SMILES: [C:12](=[O:13])([O-:14])[O-:15].[Cl:1][c:2]1[n:3][c:4]([N:9]([CH3:10])[CH3:11])[n:5][c:6]([Cl:8])[n:7]1.[K+:16].[K+:17].[O:23]=[CH:24][N:25]([CH3:26])[CH3:27].[nH:18]1[cH:19][n:20][cH:21][cH:22]1>>[Cl:1][c:2]1[n:3][c:4]([N:9]([CH3:10])[CH3:11])[n:5][c:6](-[n:18]2[cH:19][n:20][cH:21][cH:22]2)[n:7]1.